This data is from the Open Reaction Database (ORD), a public repository of structured organic reaction records. The task is: describe an organic reaction: reactants, conditions, products, and yield Reactants: CCOC(=O)CBr, CCOC(=O)C1CCCCCCC1=O, Cc1ccccc1, [H-], [I-], [Na+], [Na+], O. The product is CCOC(=O)CC1(C(=O)OCC)CCCCCCC1=O. As a reaction SMILES: [Br:19][CH2:20][C:21](=[O:22])[O:23][CH2:24][CH3:25].[C:1](=[O:2])([O:3][CH2:4][CH3:5])[CH:6]1[C:7](=[O:14])[CH2:8][CH2:9][CH2:10][CH2:11][CH2:12][CH2:13]1.[CH3:26][c:27]1[cH:28][cH:29][cH:30][cH:31][cH:32]1.[H-:17].[I-:16].[Na+:15].[Na+:18].[OH2:33]>>[C:1](=[O:2])([O:3][CH2:4][CH3:5])[C:6]1([CH2:20][C:21](=[O:22])[O:23][CH2:24][CH3:25])[C:7](=[O:14])[CH2:8][CH2:9][CH2:10][CH2:11][CH2:12][CH2:13]1. Reactants: ClC1=CC=C(C=C1)\C=N\S(=O)C(C)(C)C (N—[(E)-(4-chlorophenyl)methylene]-2-methylpropane-2-sulfinamide), O1CCCC1 (tetrahydrofuran), C(#N)C=1C(=C(SC1N1CCOCC1)C(=O)O)I (4-cyano-3-iodo-5-morpholin-4-ylthiophene-2-carboxylic acid), C(C)(=O)O (acetic acid), O1CCCC1 (tetrahydrofuran), C1(=CC=CC=C1)[Li] (Phenyllithium), CO (methanol). Reaction conditions: time 10 minute. Product: C(C)(C)(C)S(=O)NC(C1=C(SC(=C1C#N)N1CCOCC1)C(=O)O)C1=CC=C(C=C1)Cl (3-{[(tert-butylsulfinyl)amino](4-chlorophenyl)methyl}-4-cyano-5-(morpholin-4-yl)thiophene-2-carboxylic acid). The yield is 62.2%. As a reaction SMILES: [C:1]([C:3]1[C:4](I)=[C:5]([C:14]([OH:16])=[O:15])[S:6][C:7]=1[N:8]1[CH2:13][CH2:12][O:11][CH2:10][CH2:9]1)#[N:2].O1CCCC1.C1([Li])C=CC=CC=1.[Cl:30][C:31]1[CH:36]=[CH:35][C:34](/[CH:37]=[N:38]/[S:39]([C:41]([CH3:44])([CH3:43])[CH3:42])=[O:40])=[CH:33][CH:32]=1.CO.C(O)(=O)C>>[C:41]([S:39]([NH:38][CH:37]([C:34]1[CH:33]=[CH:32][C:31]([Cl:30])=[CH:36][CH:35]=1)[C:4]1[C:3]([C:1]#[N:2])=[C:7]([N:8]2[CH2:13][CH2:12][O:11][CH2:10][CH2:9]2)[S:6][C:5]=1[C:14]([OH:16])=[O:15])=[O:40])([CH3:44])([CH3:42])[CH3:43]. Reported procedure: 4-cyano-3-iodo-5-morpholin-4-ylthiophene-2-carboxylic acid (1.44 g, 3.96 mmol, prepared as in WO2009/154741) was suspended in anhydrous tetrahydrofuran (80.0 mL, 986 mmol), sonicated under nitrogen atmosphere for 10 min, and cooled in an acetone-dry ice bath for 10 minutes. Phenyllithium (1.8M in n-butyl ether, 8.81 mL, 15.9 mmol) was added dropwise over 7 minutes. The suspension was stirred with cooling for 5 minutes, at which point the cooling bath was removed and the suspension was stirred wi... Starting materials: C1COCCOCCOCCOCCO1 (15-crown-5), ClC1=NC=C(C=N1)S(=O)(=O)Cl (2-chloro-5-pyrimidinesulfonyl chloride), C1(=CC=CC=C1)C1=CC(=CN1)C=O (5-phenyl-1H-pyrrole-3-carbaldehyde), [H-].[Na+] (sodium hydride). The product is ClC1=NC=C(C=N1)S(=O)(=O)N1C=C(C=C1C1=CC=CC=C1)C=O (1-(2-Chloropyrimidin-5-ylsulfonyl)-5-phenyl-1H-pyrrole-3-carbaldehyde), solid. Isolated yield 56.0%. As a reaction SMILES: [C:1]1([C:7]2[NH:11][CH:10]=[C:9]([CH:12]=[O:13])[CH:8]=2)[CH:6]=[CH:5][CH:4]=[CH:3][CH:2]=1.[H-].[Na+].C1OCCOCCOCCOCCOC1.[Cl:31][C:32]1[N:37]=[CH:36][C:35]([S:38](Cl)(=[O:40])=[O:39])=[CH:34][N:33]=1>>[Cl:31][C:32]1[N:37]=[CH:36][C:35]([S:38]([N:11]2[C:7]([C:1]3[CH:6]=[CH:5][CH:4]=[CH:3][CH:2]=3)=[CH:8][C:9]([CH:12]=[O:13])=[CH:10]2)(=[O:40])=[O:39])=[CH:34][N:33]=1 |f:1.2|. Procedure: By a reaction under similar conditions as in Reference Example 234 and using 5-phenyl-1H-pyrrole-3-carbaldehyde (342 mg), sodium hydride (60% in oil, 120 mg), 15-crown-5 (0.60 mL) and 2-chloro-5-pyrimidinesulfonyl chloride (554 mg), the title compound was obtained as a yellow solid (yield 390 mg, 56%). As a reaction SMILES: [N+:1]([C:4]1[CH:20]=[CH:19][C:7]([CH2:8][O:9][C:10]([N:12]2[CH2:17][CH2:16][CH:15]([SH:18])[CH2:14][CH2:13]2)=[O:11])=[CH:6][CH:5]=1)([O-:3])=[O:2].Br[CH2:22][C:23]([O:25][C:26]([CH3:29])([CH3:28])[CH3:27])=[O:24].N12CCCN=C1CCCCC2>C1C=CC=CC=1>[N+:1]([C:4]1[CH:5]=[CH:6][C:7]([CH2:8][O:9][C:10]([N:12]2[CH2:17][CH2:16][CH:15]([S:18][CH2:22][C:23]([O:25][C:26]([CH3:29])([CH3:28])[CH3:27])=[O:24])[CH2:14][CH2:13]2)=[O:11])=[CH:19][CH:20]=1)([O-:3])=[O:2]. Procedure details: A mixture of 1-p-nitrobenzyloxycarbonyl-4-mercaptopiperidine (1.19 g), t-butyl bromoacetate (780 mg) and 1,8-diazabicyclo[5,4,0]undec-7-ene (DBU) (608 mg) in benzene (10 ml) was stirred for 5 minutes under nitrogen atmosphere. The reaction mixture was washed successively with water, dilute hydrochloric acid and water, dried over anhydrous sodium sulfate and evaporated to give 1-p-nitrobenzyloxycarbonyl-4-t-butoxycarbonylmethylthiopiperidine. Reactants: [N+](=O)([O-])C1=CC=C(COC(=O)N2CCC(CC2)S)C=C1 (1-p-nitrobenzyloxycarbonyl-4-mercaptopiperidine), BrCC(=O)OC(C)(C)C (t-butyl bromoacetate), N12CCCCCC2=NCCC1 (1,8-diazabicyclo[5,4,0]undec-7-ene). The solvent is C1=CC=CC=C1 (benzene). Reaction conditions: time 5 minute. The product is [N+](=O)([O-])C1=CC=C(COC(=O)N2CCC(CC2)SCC(=O)OC(C)(C)C)C=C1 (1-p-nitrobenzyloxycarbonyl-4-t-butoxycarbonylmethylthiopiperidine). The reactants are [N+](=O)([O-])C1=CC=C(CP(CCC)(CCC)=O)C=C1 (4-nitrobenzyldipropylphosphine oxide). The reagents and catalysts are [Pd] (Pd-C). Run in C(C)O (ethanol). Conditions: time 16 hour. Product: NC1=CC=C(CP(CCC)(CCC)=O)C=C1 (4-aminobenzyldipropylphosphine oxide). Isolated yield 66.8%. RXN SMILES: [N+:1]([C:4]1[CH:18]=[CH:17][C:7]([CH2:8][P:9](=[O:16])([CH2:13][CH2:14][CH3:15])[CH2:10][CH2:11][CH3:12])=[CH:6][CH:5]=1)([O-])=O>C(O)C.[Pd]>[NH2:1][C:4]1[CH:18]=[CH:17][C:7]([CH2:8][P:9](=[O:16])([CH2:10][CH2:11][CH3:12])[CH2:13][CH2:14][CH3:15])=[CH:6][CH:5]=1. Procedure: A mixture of 4-nitrobenzyldipropylphosphine oxide (3.0 g) and 5% Pd-C (0.3 g) in ethanol (50 ml) was vigorously stirred under hydrogen atmosphere for 16 hours, and the Pd-C was filtered off. The filtrate was concentrated under reduced pressure. The residue was separated and purified with column chromatography (ethanol/ethyl acetate=1:5→1:4) and recrystallized from ethanol-ethyl acetate to give 4-aminobenzyldipropylphosphine oxide (1.78 g) as colorless crystals. Yields the product O=C(O)CC1CCc2c1[nH]c1ccc(OCc3ccc(OCC4CC4)c(C(F)(F)F)c3)cc21. Reactants: CCOC(C)=O, CCOC(=O)CC1CCc2c1[nH]c1ccc(OCc3ccc(OCC4CC4)c(C(F)(F)F)c3)cc21, [Li+], C1COCCO1, [OH-]. Reaction SMILES: [CH3:44][CH2:45][O:46][C:47]([CH3:48])=[O:49].[CH:1]1([CH2:4][O:5][c:6]2[c:7]([C:32]([F:33])([F:34])[F:35])[cH:8][c:9]([CH2:10][O:11][c:12]3[cH:13][c:14]4[c:15]5[c:16]([nH:17][c:18]4[cH:19][cH:20]3)[CH:21]([CH2:24][C:25](=[O:26])[O:27][CH2:28][CH3:29])[CH2:22][CH2:23]5)[cH:30][cH:31]2)[CH2:2][CH2:3]1.[Li+:37].[O:38]1[CH2:39][CH2:40][O:41][CH2:42][CH2:43]1.[OH-:36]>>[CH:1]1([CH2:4][O:5][c:6]2[c:7]([C:32]([F:33])([F:34])[F:35])[cH:8][c:9]([CH2:10][O:11][c:12]3[cH:13][c:14]4[c:15]5[c:16]([nH:17][c:18]4[cH:19][cH:20]3)[CH:21]([CH2:24][C:25](=[O:26])[OH:27])[CH2:22][CH2:23]5)[cH:30][cH:31]2)[CH2:2][CH2:3]1.